Dataset: the Open Reaction Database (ORD), a public repository of structured organic reaction records. Task: describe an organic reaction: reactants, conditions, products, and yield Starting materials: CC1(OB(OC1(C)C)C=1C=NNC1)C (4-(4,4,5,5-tetramethyl-1,3,2-dioxaborolan-2-yl)-1H-pyrazole), BrC1=CC=C(N)C=C1 (4-bromoaniline), C(C(C)C)N1N=CC(=C1)B1OC(C(O1)(C)C)(C)C (1-isobutyl-4-(4,4,5,5-tetramethyl-1,3,2-dioxaborolan-2-yl)-1H-pyrazole), BrC1=CC=C(S1)C(=O)NCC=1N=CC=2N(C1)C=CN2 (5-bromo-N-(imidazo[1,2-a]pyrazin-6-ylmethyl)thiophene-2-carboxamide). Product: N=1C=CN2C1C=NC(=C2)CNC(=O)C=2SC(=CC2)C=2C=NN(C2)CC2(CCOCC2)C (N-(imidazo[1,2-a]pyrazin-6-ylmethyl)-5-{1-[(4-methyltetrahydro-2H-pyran-4-yl)methyl]-1H-pyrazol-4-yl}thiophene-2-carboxamide). Reaction SMILES: [CH3:1][C:2]1(C)C(C)(C)OB(C2C=NNC=2)[O:3]1.[CH2:15]([N:19]1[CH:23]=[C:22](B2OC(C)(C)C(C)(C)O2)[CH:21]=[N:20]1)[CH:16]([CH3:18])[CH3:17].Br[C:34]1[S:38][C:37]([C:39]([NH:41][CH2:42][C:43]2[N:44]=[CH:45][C:46]3[N:47]([CH:49]=[CH:50][N:51]=3)[CH:48]=2)=[O:40])=[CH:36][CH:35]=1.Br[C:53]1C=CC(N)=CC=1>>[N:51]1[CH:50]=[CH:49][N:47]2[CH:48]=[C:43]([CH2:42][NH:41][C:39]([C:37]3[S:38][C:34]([C:22]4[CH:21]=[N:20][N:19]([CH2:15][C:16]5([CH3:17])[CH2:18][CH2:53][O:3][CH2:2][CH2:1]5)[CH:23]=4)=[CH:35][CH:36]=3)=[O:40])[N:44]=[CH:45][C:46]=12. Reported procedure: The title compound was prepared as described in Example 51A, substituting 14(4-methyltetrahydro-2H-pyran-4-yl)methyl)-4-(4,4,5,5-tetramethyl-1,3,2-dioxaborolan-2-yl)-1H-pyrazole for 1-isobutyl-4-(4,4,5,5-tetramethyl-1,3,2-dioxaborolan-2-yl)-1H-pyrazole and 5-bromo-N-(imidazo[1,2-a]pyrazin-6-ylmethyl)thiophene-2-carboxamide for 4-bromoaniline. 1H NMR (300 MHz, DMSO-d6) δ ppm 9.09-9.01 (m, 2H), 8.53 (d, J=1.4 Hz, 1H), 8.18-8.15 (m, 1H), 8.13 (d, J=0.5 Hz, 1H), 7.83-7.79 (m, 2H), 7.76 (d, J=3.9 Hz,... Reactants: [H-].[Na+] (sodium hydride), C1(=CC=CC=C1)C(OC1CCN(CC1)CCCO)C1=CC=CC=C1 (4-(diphenylmethoxy)-1-piperidinepropanol), CN(C=O)C (N,N-dimethylformamide), C(C)OC(C(NC(=O)C1=NN=C2N1N=C(C=C2)Cl)(C)C)=O (N-(6-chloro[1,2,4]triazolo[4,3-b]pyridazine-3-carbonyl)-2,2-dimethylglycine ethyl ester). Reaction conditions: time 50 minute. Yields the product C(\C=C\C(=O)O)(=O)O.C(\C=C\C(=O)O)(=O)O.C(C)OC(C(NC(=O)C1=NN=C2N1N=C(C=C2)OCCCN2CCC(CC2)OC(C2=CC=CC=C2)C2=CC=CC=C2)(C)C)=O (N-[6-[3-[4-(Diphenylmethoxy)piperidino]propoxy][1,2,4]triazolo[4,3-b]pyridazine-3-carbonyl]-2,2-dimethylglycine ethyl ester difumarate). Reaction SMILES: [C:1]1([CH:7]([C:19]2[CH:24]=[CH:23][CH:22]=[CH:21][CH:20]=2)[O:8][CH:9]2[CH2:14][CH2:13][N:12]([CH2:15][CH2:16][CH2:17][OH:18])[CH2:11][CH2:10]2)[CH:6]=[CH:5][CH:4]=[CH:3][CH:2]=1.[H-].[Na+].[CH2:27]([O:29][C:30](=[O:47])[C:31]([CH3:46])([CH3:45])[NH:32][C:33]([C:35]1[N:39]2[N:40]=[C:41](Cl)[CH:42]=[CH:43][C:38]2=[N:37][N:36]=1)=[O:34])[CH3:28].CN(C)[CH:50]=[O:51]>>[C:30]([OH:29])(=[O:47])/[CH:31]=[CH:46]/[C:17]([OH:18])=[O:51].[C:50]([OH:51])(=[O:8])/[CH:45]=[CH:31]/[C:30]([OH:47])=[O:29].[CH2:27]([O:29][C:30](=[O:47])[C:31]([CH3:46])([CH3:45])[NH:32][C:33]([C:35]1[N:39]2[N:40]=[C:41]([O:18][CH2:17][CH2:16][CH2:15][N:12]3[CH2:13][CH2:14][CH:9]([O:8][CH:7]([C:1]4[CH:2]=[CH:3][CH:4]=[CH:5][CH:6]=4)[C:19]4[CH:24]=[CH:23][CH:22]=[CH:21][CH:20]=4)[CH2:10][CH2:11]3)[CH:42]=[CH:43][C:38]2=[N:37][N:36]=1)=[O:34])[CH3:28] |f:1.2,5.6.7|. Procedure: 1.04 g of 4-(diphenylmethoxy)-1-piperidinepropanol was dissolved in 14 ml of N,N-dimethylformamide; 141 mg of sodium hydride (60% in oil) was added, followed by stirring at room temperature under reduced pressure for 50 minutes. Under ice cooling, 1.00 g of N-(6-chloro[1,2,4]triazolo[4,3-b]pyridazine-3-carbonyl)-2,2-dimethylglycine ethyl ester was added, followed by stirring at ice temperature for 1 hour, then at room temperature for 2 hours. After saline was added, the reaction mixture was extr... Reactants: C(C)(C)(C)OC(N(C(=O)C=1C=NC(=NC1)C1=CC=CC=C1)N1CCN(CC1)CCOC)=O ([4-(2-methoxy-ethyl)-piperazin-1-yl]-(2-phenyl-pyrimidine-5-carbonyl)-carbamic acid tert-butyl ester), [H-].[Na+] (NaH), IC (iodomethane). The solvent is CN(C)C=O (DMF). The product is COCCN1CCN(CC1)NC(=O)C=1C=NC(=NC1)C1=CC=CC=C1 (2-phenyl-pyrimidine-5-carboxylic acid [4-(2-methoxy-ethyl)-piperazin-1-yl]-amide). Isolated yield 44.6%. As a reaction SMILES: C(OC(=O)[N:7]([N:22]1[CH2:27][CH2:26][N:25]([CH2:28][CH2:29][O:30][CH3:31])[CH2:24][CH2:23]1)[C:8]([C:10]1[CH:11]=[N:12][C:13]([C:16]2[CH:21]=[CH:20][CH:19]=[CH:18][CH:17]=2)=[N:14][CH:15]=1)=[O:9])(C)(C)C.[H-].[Na+].IC>CN(C=O)C>[CH3:31][O:30][CH2:29][CH2:28][N:25]1[CH2:24][CH2:23][N:22]([NH:7][C:8]([C:10]2[CH:15]=[N:14][C:13]([C:16]3[CH:21]=[CH:20][CH:19]=[CH:18][CH:17]=3)=[N:12][CH:11]=2)=[O:9])[CH2:27][CH2:26]1 |f:1.2|. Procedure details: A solution of [4-(2-methoxy-ethyl)-piperazin-1-yl]-(2-phenyl-pyrimidine-5-carbonyl)-carbamic acid tert-butyl ester (0.21 mmol), NaH (60%, 0.66 mmol) and iodomethane (0.63 mmol) in DMF (8 mL) is stirred under N2 at rt overnight. The reaction mixture is quenched with water, and extracted with EtOAc. The organic layer is separated, dried (Na2SO4), filtered and concentrated in vacuo. The residue is purified by silica gel chromatography eluting with 0-2% methanol in DCM to afford 2-phenyl-pyrimidine-... The reactants are aqueous solution, C(=O)C=O (glyoxal), C1(CCCC1)NN=CC(C)=O (2-oxopropanal cyclopentylhydrazone). The solvent is O (H2O). Reaction conditions: time 1 hour. Yields the product OC=1C(=NN(C1)C1CCCC1)C(C)=O (1-(4-hydroxy-1-cyclopentyl-1H-pyrazol-3-yl)ethanone). The yield is 52.7%. Reaction SMILES: [CH:1]([CH:3]=O)=[O:2].[CH:5]1([NH:10][N:11]=[CH:12][C:13](=[O:15])[CH3:14])[CH2:9][CH2:8][CH2:7][CH2:6]1>O>[OH:15][C:13]1[C:12]([C:1](=[O:2])[CH3:3])=[N:11][N:10]([CH:5]2[CH2:6][CH2:7][CH2:8][CH2:9]2)[CH:14]=1. Procedure details: A 40% aqueous solution of glyoxal (1.88 mL, 16.4 mmol) was added to 2-oxopropanal cyclopentylhydrazone (2.53 g, 16.4 mmol) in H2O (125 mL). The mixture was then heated at reflux. After 1 hour, the mixture was cooled to room temperature and extracted with CH2Cl2 (4×). The combined organic extracts were dried (Na2SO4) and concentrated under reduced pressure to afford 1.68 g (53%) of 1-(4-hydroxy-1-cyclopentyl-1H-pyrazol-3-yl)ethanone as a yellow oil. The crude product was then used in the next ste... Reactants: O.NC=1C(N(C(N(C1N)C)=O)C)=O (5,6-Diamino-1,3-dimethyluracil hydrate), C(=O)C1=CC=C(C=CC(=O)O)C=C1 (4-formylcinnamic acid). The solvent is [N+](=O)([O-])C1=CC=CC=C1 (nitrobenzene), [N+](=O)([O-])C1=CC=CC=C1 (nitrobenzene), [N+](=O)([O-])C1=CC=CC=C1 (nitrobenzene). Yields the product monohydrate, CN1C(N(C=2NC(=NC2C1=O)C1=CC=C(/C=C/C(=O)O)C=C1)C)=O ((E)-4-(1,2,3,6-tetrahydro-1,3-dimethyl-2,6-dioxo-9H-purin-8-yl)cinnamic acid). Reaction SMILES: O.[NH2:2][C:3]1[C:4](=[O:13])[N:5]([CH3:12])[C:6](=[O:11])[N:7]([CH3:10])[C:8]=1[NH2:9].[CH:14]([C:16]1[CH:26]=[CH:25][C:19]([CH:20]=[CH:21][C:22]([OH:24])=[O:23])=[CH:18][CH:17]=1)=O>[N+](C1C=CC=CC=1)([O-])=O>[CH3:12][N:5]1[C:4](=[O:13])[C:3]2[N:2]=[C:14]([C:16]3[CH:26]=[CH:25][C:19](/[CH:20]=[CH:21]/[C:22]([OH:24])=[O:23])=[CH:18][CH:17]=3)[NH:9][C:8]=2[N:7]([CH3:10])[C:6]1=[O:11] |f:0.1|. Procedure: 5,6-Diamino-1,3-dimethyluracil hydrate (5.11 g, 30.0 mmol) and 4-formylcinnamic acid (5.29 g, 30.0 mmol) were refluxed in nitrobenzene (500 mL). The nitrobenzene was allowed to distill slowly with water formed. Fresh nitrobenzene was added to keep the volume constant. After 5 hours of reflux, the mixture was cooled and the precipitate collected (8.07 g). Recrystallization from N,N-dimethylformamide-water gave the monohydrate of the title compound as a pale yellow powder, identical with that of E... The reactants are N#CC1CCC(=O)CC1, CCCCCc1ccc(CCBr)cc1, CCOCC, [Cl-], [Mg], [NH4+]. Yields the product CCCCCc1ccc(CCC2CCC(C#N)CC2)cc1. Reaction SMILES: [C:1](#[N:2])[CH:3]1[CH2:4][CH2:5][C:6](=[O:9])[CH2:7][CH2:8]1.[CH2:10]([CH2:11][CH2:12][CH2:13][CH3:14])[c:15]1[cH:16][cH:17][c:18]([CH2:21][CH2:22][Br:23])[cH:19][cH:20]1.[CH3:27][CH2:28][O:29][CH2:30][CH3:31].[Cl-:25].[Mg:24].[NH4+:26]>>[C:1](#[N:2])[CH:3]1[CH2:4][CH2:5][CH:6]([CH2:22][CH2:21][c:18]2[cH:17][cH:16][c:15]([CH2:10][CH2:11][CH2:12][CH2:13][CH3:14])[cH:20][cH:19]2)[CH2:7][CH2:8]1.